Dataset: the Open Reaction Database (ORD), a public repository of structured organic reaction records. Task: describe an organic reaction: reactants, conditions, products, and yield Reactants: OC1=CC=NN1C1=NC=CC(=C1)C#N (2-(5-hydroxy-1H-pyrazol-1-yl)pyridine-4-carbonitrile), ClC=1C=C(C=CC1)CO ((3-chlorophenyl)methanol). Product: ClC=1C=C(COC2=CC=NN2C2=NC=CC(=C2)C#N)C=CC1 (2-{5-[(3-chlorobenzyl)oxy]-1H-pyrazol-1-yl}pyridine-4-carbonitrile). RXN SMILES: [OH:1][C:2]1[N:6]([C:7]2[CH:12]=[C:11]([C:13]#[N:14])[CH:10]=[CH:9][N:8]=2)[N:5]=[CH:4][CH:3]=1.[Cl:15][C:16]1[CH:17]=[C:18]([CH2:22]O)[CH:19]=[CH:20][CH:21]=1>>[Cl:15][C:16]1[CH:17]=[C:18]([CH:19]=[CH:20][CH:21]=1)[CH2:22][O:1][C:2]1[N:6]([C:7]2[CH:12]=[C:11]([C:13]#[N:14])[CH:10]=[CH:9][N:8]=2)[N:5]=[CH:4][CH:3]=1. Procedure: The title compound was prepared from 2-(5-hydroxy-1H-pyrazol-1-yl)pyridine-4-carbonitrile and (3-chlorophenyl)methanol according to the procedure for the preparation of Example 39, part C. 1H NMR (400 MHz, CDCl3): δ 5.22 (2H, s), 5.73 (1H, d, J=1.6 Hz), 7.30-7.35 (3H, m) 7.41-7.43 (1H, m), 7.47 (1H, s), 7.57 (1H, d, J=2.0 Hz), 8.05 (1H, s), 8.72 (1H, d, J=5.2 Hz). [M+H] Calc'd for C16H11ClN4O, 311. Found, 311.